From a dataset of the Open Reaction Database (ORD), a public repository of structured organic reaction records. describe an organic reaction: reactants, conditions, products, and yield Starting materials: N1(N=CN=C1)C(=O)N1N=CN=C1 (di(1H-1,2,4-triazol-1-yl)methanone), NC1=NC=C(C#N)C(=C1)NCCOC (6-amino-4-((2-methoxyethyl)amino)nicotinonitrile), NC1=NC=C(C#N)C(=C1)NCCOC (6-amino-4-((2-methoxyethyl)amino)nicotinonitrile), COC(C1=NC=2NCCCC2C=C1CN1C(CN(CC1)C)=O)OC (1-((2-(dimethoxymethyl)-5,6,7,8-tetrahydro-1,8-naphthyridin-3-yl)methyl)-4-methylpiperazin-2-one), COC(C1=NC=2NCCCC2C=C1CN1C(CN(CC1)C)=O)OC (1-((2-(dimethoxymethyl)-5,6,7,8-tetrahydro-1,8-naphthyridin-3-yl)methyl)-4-methylpiperazin-2-one). Solvent: CN(C)C=O (DMF), CN(C)C=O (DMF), CN(C)C=O (DMF). Reaction conditions: temperature 0 celsius, time 45 minute. Yields the product C(#N)C=1C(=CC(=NC1)NC(=O)N1CCCC2=CC(=C(N=C12)C(OC)OC)CN1C(CN(CC1)C)=O)NCCOC (N-(5-cyano-4-((2-methoxyethyl)amino)pyridin-2-yl)-7-(dimethoxymethyl)-6-((4-methyl-2-oxopiperazin-1-yl)methyl)-3,4-dihydro-1,8-naphthyridine-1(2H)-carboxamide). As a reaction SMILES: [NH2:1][C:2]1[CH:9]=[C:8]([NH:10][CH2:11][CH2:12][O:13][CH3:14])[C:5]([C:6]#[N:7])=[CH:4][N:3]=1.N1([C:20](N2C=NC=N2)=[O:21])C=NC=N1.[CH3:27][O:28][CH:29]([O:49][CH3:50])[C:30]1[C:39]([CH2:40][N:41]2[CH2:46][CH2:45][N:44]([CH3:47])[CH2:43][C:42]2=[O:48])=[CH:38][C:37]2[CH2:36][CH2:35][CH2:34][NH:33][C:32]=2[N:31]=1>CN(C=O)C>[C:6]([C:5]1[C:8]([NH:10][CH2:11][CH2:12][O:13][CH3:14])=[CH:9][C:2]([NH:1][C:20]([N:33]2[C:32]3[C:37](=[CH:38][C:39]([CH2:40][N:41]4[CH2:46][CH2:45][N:44]([CH3:47])[CH2:43][C:42]4=[O:48])=[C:30]([CH:29]([O:49][CH3:50])[O:28][CH3:27])[N:31]=3)[CH2:36][CH2:35][CH2:34]2)=[O:21])=[N:3][CH:4]=1)#[N:7]. Procedure: A solution of 6-amino-4-((2-methoxyethyl)amino)nicotinonitrile (intermediate 75, 481 mg, 2.50 mmol) in anhydrous DMF (1.5 ml) was added drop wise over 10 minutes to a mixture of di(1H-1,2,4-triazol-1-yl)methanone (410 mg, 2.50 mmol) and DMF (1.5 ml) cooled at 0° C. After stirring for 45 minutes at 0° C. the reaction mixture was allowed to warm to room temperature and after a further 90 minutes at room temperature a solution of 1-((2-(dimethoxymethyl)-5,6,7,8-tetrahydro-1,8-naphthyridin-3-yl)meth... Reactants: Cl.CN (methylamine hydrochloride), ClC1=NC=CC(=C1)OC=1C=C2C=CC=C(C2=CC1)C(=O)O (6-(2-chloropyridin-4-yloxy)-1-naphthoic acid), CCOC(=O)C (EtOAc). Solvent: O (water). Conditions: time 3 minute. Yields the product CNC1=NC=CC(=C1)OC=1C=C2C=CC=C(C2=CC1)C(=O)O (6-(2-methylaminopyridin-4-yloxy)-1-naphthoic acid). Reaction SMILES: Cl.[CH3:2][NH2:3].Cl[C:5]1[CH:10]=[C:9]([O:11][C:12]2[CH:13]=[C:14]3[C:19](=[CH:20][CH:21]=2)[C:18]([C:22]([OH:24])=[O:23])=[CH:17][CH:16]=[CH:15]3)[CH:8]=[CH:7][N:6]=1.CCOC(C)=O>O>[CH3:2][NH:3][C:5]1[CH:10]=[C:9]([O:11][C:12]2[CH:13]=[C:14]3[C:19](=[CH:20][CH:21]=2)[C:18]([C:22]([OH:24])=[O:23])=[CH:17][CH:16]=[CH:15]3)[CH:8]=[CH:7][N:6]=1 |f:0.1|. Procedure: To melted methylamine hydrochloride (Aldrich, 73.7 g, 1090 mmol) at 235° C. (oil bath) was added 6-(2-chloropyridin-4-yloxy)-1-naphthoic acid (6.54 g, 21.8 mmol). The reaction mixture was stirred for 3 min and cooled to RT. The brownish solid was treated with EtOAc and water and stirred until all residue was either in solution or suspended. The precipitate was filtered off, washed with EtOAC and purified by silica gel chromatography using 0-100% of a 85:15:0.5 mixture of DCM:MeOH:AcOH. The produ...